This data is from the Open Reaction Database (ORD), a public repository of structured organic reaction records. The task is: describe an organic reaction: reactants, conditions, products, and yield Reactants: C1(CC1)CN1CC(CCC1)(O)C1=C2C=CNC2=CC=C1 (1-cyclopropylmethyl-3-(1H-indol-4-yl)-3-piperidinol). Solvent: Cl (hydrochloric acid), O (water). The product is C1(CC1)CN1CC(=CCC1)C1=C2C=CNC2=CC=C1 (4-[1-cyclopropylmethyl-1,2,5,6-tetrahydropyridin-3-yl)-1H-indole). Isolated yield 57.9%. RXN SMILES: [CH:1]1([CH2:4][N:5]2[CH2:10][CH2:9][CH2:8][C:7]([C:12]3[CH:20]=[CH:19][CH:18]=[C:17]4[C:13]=3[CH:14]=[CH:15][NH:16]4)(O)[CH2:6]2)[CH2:3][CH2:2]1>Cl.O>[CH:1]1([CH2:4][N:5]2[CH2:10][CH2:9][CH:8]=[C:7]([C:12]3[CH:20]=[CH:19][CH:18]=[C:17]4[C:13]=3[CH:14]=[CH:15][NH:16]4)[CH2:6]2)[CH2:2][CH2:3]1. Reported procedure: A solution of 10 g of the product of Example 25 in 300 ml of 1 N hydrochloric acid was refluxed for 6 hours and was then cooled to room temperature and was diluted with 300 ml of water. The mixture was extracted with ethyl acetate and the organic phase was washed with aqueous sodium chloride and evaporated to dryness under reduced pressure. The 9.1 g of residue were chromatographed over silica gel and eluted with a 95-5 chloroform-methanol mixture to obtain 5.4 g of 4-[1-cyclopropylmethyl-1,2,5,... Reactants: O=C([O-])O, CCO, Cl, NO, [Na+], N#Cc1cccc2c(=O)[nH]ccc12. Yields the product N=C(NO)c1cccc2c(=O)[nH]ccc12. As a reaction SMILES: [C:4](=[O:5])([OH:6])[O-:7].[CH3:22][CH2:23][OH:24].[ClH:1].[NH2:2][OH:3].[Na+:8].[O:9]=[c:10]1[nH:11][cH:12][cH:13][c:14]2[c:15]([C:20]#[N:21])[cH:16][cH:17][cH:18][c:19]12>>[NH:2]([OH:3])[C:20]([c:15]1[c:14]2[cH:13][cH:12][nH:11][c:10](=[O:9])[c:19]2[cH:18][cH:17][cH:16]1)=[NH:21]. Starting materials: O=c1n(Cc2ccc(Br)cn2)nc2c(-c3ccncc3)c(-c3ccc(Cl)cc3)ccn12, O=C([O-])[O-], CN(C)CCN, Cc1ccccc1, CCOC(C)=O, [Cu]I, [K+], [K+], c1cn[nH]c1. Product: O=c1n(Cc2ccc(-n3cccn3)cn2)nc2c(-c3ccncc3)c(-c3ccc(Cl)cc3)ccn12. RXN SMILES: [Br:1][c:2]1[cH:3][cH:4][c:5]([CH2:8][n:9]2[n:10][c:11]3[n:12]([cH:13][cH:14][c:15](-[c:23]4[cH:24][cH:25][c:26]([Cl:29])[cH:27][cH:28]4)[c:16]3-[c:17]3[cH:18][cH:19][n:20][cH:21][cH:22]3)[c:30]2=[O:31])[n:6][cH:7]1.[C:37](=[O:38])([O-:39])[O-:40].[CH3:43][N:44]([CH3:45])[CH2:46][CH2:47][NH2:48].[CH3:49][c:50]1[cH:51][cH:52][cH:53][cH:54][cH:55]1.[CH3:56][CH2:57][O:58][C:59]([CH3:60])=[O:61].[Cu:62][I:63].[K+:41].[K+:42].[nH:32]1[n:33][cH:34][cH:35][cH:36]1>>[c:2]1(-[n:32]2[n:33][cH:34][cH:35][cH:36]2)[cH:3][cH:4][c:5]([CH2:8][n:9]2[n:10][c:11]3[n:12]([cH:13][cH:14][c:15](-[c:23]4[cH:24][cH:25][c:26]([Cl:29])[cH:27][cH:28]4)[c:16]3-[c:17]3[cH:18][cH:19][n:20][cH:21][cH:22]3)[c:30]2=[O:31])[n:6][cH:7]1. Solvent: O (water), C(C)O (ethanol), O1CCCC1 (tetrahydrofuran). Reagents/catalysts: [Pd].C1(=CC=CC=C1)P(C1=CC=CC=C1)C1=CC=CC=C1.C1(=CC=CC=C1)P(C1=CC=CC=C1)C1=CC=CC=C1.C1(=CC=CC=C1)P(C1=CC=CC=C1)C1=CC=CC=C1.C1(=CC=CC=C1)P(C1=CC=CC=C1)C1=CC=CC=C1 (tetrakis(triphenylphosphine)-palladium). Product: O[C@@H]([C@H](C)NCCOC1=C(C=C(C=C1C)C1=C(C=C(C=C1)OCC(=O)O)C)C)C1=CC=C(C=C1)O ((4′-{2-[(1S,2R)-2-Hydroxy-2-(4-hydroxyphenyl)-1-methylethylamino]ethoxy}-2,3′,5′-trimethylbiphenyl-4-yloxy)acetic Acid). Procedure: A mixture of 4-{(1R,2S)-2-[2-(4-bromo-2,6-dimethylphenoxy)ethylamino]-1-hydroxypropyl}phenol (0.03 g), [3-methyl-4-(4,4,5,5-tetramethyl-1,3,2-dioxaborolan-2-yl) phenoxy]acetic acid (0.045 g), tetrakis(triphenylphosphine)-palladium (0.0046 g), cesium fluoride (0.069 g), 1,4-dioxane (0.75 mL), ethanol (0.25 mL) and water (0.15 mL) was stirred at 100° C. overnight. After being cooled to room temperature, the reaction mixture was diluted with tetrahydrofuran (2.5 mL). The crude product was purified ... Reaction SMILES: Br[C:2]1[CH:22]=[C:21]([CH3:23])[C:5]([O:6][CH2:7][CH2:8][NH:9][C@@H:10]([CH3:20])[C@@H:11]([C:13]2[CH:18]=[CH:17][C:16]([OH:19])=[CH:15][CH:14]=2)[OH:12])=[C:4]([CH3:24])[CH:3]=1.[CH3:25][C:26]1[CH:27]=[C:28]([CH:34]=[CH:35][C:36]=1B1OC(C)(C)C(C)(C)O1)[O:29][CH2:30][C:31]([OH:33])=[O:32].[F-].[Cs+].O1CCOCC1>O1CCCC1.[Pd].C1(P(C2C=CC=CC=2)C2C=CC=CC=2)C=CC=CC=1.C1(P(C2C=CC=CC=2)C2C=CC=CC=2)C=CC=CC=1.C1(P(C2C=CC=CC=2)C2C=CC=CC=2)C=CC=CC=1.C1(P(C2C=CC=CC=2)C2C=CC=CC=2)C=CC=CC=1.O.C(O)C>[OH:12][C@H:11]([C:13]1[CH:18]=[CH:17][C:16]([OH:19])=[CH:15][CH:14]=1)[C@@H:10]([NH:9][CH2:8][CH2:7][O:6][C:5]1[C:21]([CH3:23])=[CH:22][C:2]([C:36]2[CH:35]=[CH:34][C:28]([O:29][CH2:30][C:31]([OH:33])=[O:32])=[CH:27][C:26]=2[CH3:25])=[CH:3][C:4]=1[CH3:24])[CH3:20] |f:2.3,6.7.8.9.10|. Reaction conditions: temperature 100 celsius, time 8 hour. The yield is 23.3%. Reactants: BrC1=CC(=C(OCCN[C@H]([C@H](O)C2=CC=C(C=C2)O)C)C(=C1)C)C (4-{(1R,2S)-2-[2-(4-bromo-2,6-dimethylphenoxy)ethylamino]-1-hydroxypropyl}phenol), CC=1C=C(OCC(=O)O)C=CC1B1OC(C(O1)(C)C)(C)C ([3-methyl-4-(4,4,5,5-tetramethyl-1,3,2-dioxaborolan-2-yl) phenoxy]acetic acid), [F-].[Cs+] (cesium fluoride), O1CCOCC1 (1,4-dioxane). Reactants: IV, C(C)(=O)[O-].C(C)(=O)[O-].C(CCC)[Sn+2]CCCC (Dibutyl tin diacetate), OC1=CC=C(C(=O)O)C=C1 (4-hydroxybenzoic acid), OC=1C=C2C=CC(=CC2=CC1)C(=O)O (6-hydroxy 2-naphthoic acid), OC1=C(C(=O)O)C=CC=C1.OC1=C(C2=CC=CC=C2C=C1)C(=O)O (hydroxybenzoic acid hydroxynaphthoic acid). Solvent: O (water). Reaction conditions: time 30 minute. Product: OC1=C(C(=O)O)C=CC=C1 (hydroxybenzoic acid), OC1=C(C2=CC=CC=C2C=C1)C(=O)O (hydroxynaphthoic acid). Reaction SMILES: OC1C=CC(C(O)=O)=CC=1.OC1C=C2C(=CC=1)C=C(C(O)=O)C=C2.C([O-])(=O)C.C([O-])(=O)C.C([Sn+2]CCCC)CCC.[OH:42][C:43]1[CH:51]=[CH:50][CH:49]=[CH:48][C:44]=1[C:45]([OH:47])=[O:46].[OH:52][C:53]1[CH:62]=[CH:61][C:60]2[C:55](=[CH:56][CH:57]=[CH:58][CH:59]=2)[C:54]=1[C:63]([OH:65])=[O:64]>O>[OH:42][C:43]1[CH:51]=[CH:50][CH:49]=[CH:48][C:44]=1[C:45]([OH:47])=[O:46].[OH:52][C:53]1[CH:62]=[CH:61][C:60]2[C:55](=[CH:56][CH:57]=[CH:58][CH:59]=2)[C:54]=1[C:63]([OH:65])=[O:64] |f:2.3.4,5.6|. Reported procedure: A wholly aromatic copolymer of hydroxybenzoic acid and hydroxynaphthoic acid was prepared by reacting 48.3 g (0.35 mole) of 4-hydroxybenzoic acid with 28.2 g (0.15 mole) of 6-hydroxy 2-naphthoic acid. Dibutyl tin diacetate was used as the catalyst (1800 ppm on total charge). The reaction mixture was heated for 11/2 hrs. at 300° C. and at 320° C. for 30 minutes, by which time it was very viscous. Strong fibers were pulled from the melt. The total yield of water was 17 ml, (94% theory). The isolat... The reactants are CN(C)C=O (DMF), ClC1=C(C=C(C=C1)O)F (4-chloro-3-fluorophenol), C(=O)([O-])[O-].[K+].[K+] (K2CO3), CI (Methyl iodide). Solvent: O (water). Reaction conditions: time 15 minute. The product is ClC1=C(C=C(C=C1)OC)F (1-chloro-2-fluoro-4-methoxybenzene), Hexanes Ethyl acetate. RXN SMILES: CN([CH:4]=[O:5])C.[Cl:6][C:7]1[CH:12]=[CH:11][C:10](O)=[CH:9][C:8]=1[F:14].C([O-])([O-])=O.[K+].[K+].CI>O>[Cl:6][C:7]1[CH:12]=[CH:11][C:10]([O:5][CH3:4])=[CH:9][C:8]=1[F:14] |f:2.3.4|. Reported procedure: To a stirred solution of DMF (10 mL) and 4-chloro-3-fluorophenol (1 g, 6.84 mmol) at RT, K2CO3 (1.4 g, 10.3 mmol) was added and solution was allowed to stir at room temperature for additional 15 min. Methyl iodide (1.16 g, 8.21 mmol) was added to the mixture and mixture was allowed to stir for overnight at RT. After the completion of reaction 10 mL of water was added and was extracted with ethyl acetate (3×15 mL) and the resulting organic layer was washed with water, brine and dried. 1-chloro-2-... The product is C1(=CC=CC=C1)C1=CC=C(C=N1)NC(CC(=O)O)=O (N-(6-phenyl-pyridin-3-yl)-malonamic acid). RXN SMILES: O[Li].O.C([O:6][C:7](=[O:24])[CH2:8][C:9]([NH:11][C:12]1[CH:13]=[N:14][C:15]([C:18]2[CH:23]=[CH:22][CH:21]=[CH:20][CH:19]=2)=[CH:16][CH:17]=1)=[O:10])C.C1COCC1.O>CO>[C:18]1([C:15]2[N:14]=[CH:13][C:12]([NH:11][C:9](=[O:10])[CH2:8][C:7]([OH:24])=[O:6])=[CH:17][CH:16]=2)[CH:19]=[CH:20][CH:21]=[CH:22][CH:23]=1 |f:0.1|. Solvent: CO (methanol). Isolated yield 57.4%. Reported procedure: LiOH.H2O (11 mg, 0.26 mmol) was added to a solution of N-(6-phenyl-pyridin-3-yl)-malonamic acid ethyl ester (50 mg, 0.17 mmol) in a mixture of methanol (0.5 mL), THF (1 mL) and H2O (0.3 mL). The reaction mixture was stirred for 1 hour at room temperature then concentrated. The residue was diluted with water, acidified with concentrated HCl and the resulting precipitate was filtered to afford 25 mg (44%) of N-(6-phenyl-pyridin-3-yl)-malonamic acid. LCMS: 257.09 (M+1)+, 96%, 1H NMR: (DMSO-d6): δ 1... Conditions: time 1 hour. Starting materials: O[Li].O (LiOH.H2O), C(C)OC(CC(=O)NC=1C=NC(=CC1)C1=CC=CC=C1)=O (N-(6-phenyl-pyridin-3-yl)-malonamic acid ethyl ester), C1CCOC1 (THF), O (H2O).